This data is from the Open Reaction Database (ORD), a public repository of structured organic reaction records. The task is: describe an organic reaction: reactants, conditions, products, and yield Reactants: N1(CCCC1)[C@@H]1[C@@H](CCC1)N (cis-2-pyrrolidin-1-yl-cyclopentylamine), N1(CCCC1)[C@@H]1[C@@H](CCC1)N (cis-2-pyrrolidin-1-yl-cyclopentylamine), C1(CC1)C1=C(C(=O)O)C(=CC(=C1)C(F)(F)F)C(F)(F)F (2-cyclopropyl-4,6-bis-trifluoromethyl-benzoic acid). The product is C1(CC1)C1=C(C(=O)N[C@H]2[C@H](CCC2)N2CCCC2)C(=CC(=C1)C(F)(F)F)C(F)(F)F (2-Cyclopropyl-N-((cis)-2-pyrrolidin-1-yl-cyclopentyl)-4,6-bis-trifluoromethyl-benzamide). RXN SMILES: [N:1]1([C@H:6]2[CH2:10][CH2:9][CH2:8][C@H:7]2[NH2:11])[CH2:5][CH2:4][CH2:3][CH2:2]1.[CH:12]1([C:15]2[CH:23]=[C:22]([C:24]([F:27])([F:26])[F:25])[CH:21]=[C:20]([C:28]([F:31])([F:30])[F:29])[C:16]=2[C:17](O)=[O:18])[CH2:14][CH2:13]1>>[CH:12]1([C:15]2[CH:23]=[C:22]([C:24]([F:27])([F:26])[F:25])[CH:21]=[C:20]([C:28]([F:29])([F:30])[F:31])[C:16]=2[C:17]([NH:11][C@@H:7]2[CH2:8][CH2:9][CH2:10][C@@H:6]2[N:1]2[CH2:2][CH2:3][CH2:4][CH2:5]2)=[O:18])[CH2:14][CH2:13]1. Procedure: The title compound, off-white solid, MS: m/e=435.3 [(M+H)+], was prepared in accordance with the general method of example 5 from cis-2-pyrrolidin-1-yl-cyclopentylamine (intermediate Q) and 2-cyclopropyl-4,6-bis-trifluoromethyl-benzoic acid (intermediate AN). Starting materials: ClC(C(C)([N+](=O)[O-])C)C1=CC2=CC=CC=C2C=C1 (2-(1-Chloro-2-methyl-2-nitropropyl)naphthalene), C(C)(=O)OCC (ethyl acetate). The reagents and catalysts are [C].[Pd] (palladium carbon). The solvent is CO (methanol). Reaction conditions: time 2 hour. Yields the product CC(CC1=CC2=CC=CC=C2C=C1)(C)[N+](=O)[O-] (2-(2-Methyl-2-nitropropyl)naphthalene). Yield: 79.9%. Reaction SMILES: Cl[CH:2]([C:9]1[CH:18]=[CH:17][C:16]2[C:11](=[CH:12][CH:13]=[CH:14][CH:15]=2)[CH:10]=1)[C:3]([CH3:8])([N+:5]([O-:7])=[O:6])[CH3:4].C(OCC)(=O)C>CO.[C].[Pd]>[CH3:8][C:3]([N+:5]([O-:7])=[O:6])([CH3:4])[CH2:2][C:9]1[CH:18]=[CH:17][C:16]2[C:11](=[CH:12][CH:13]=[CH:14][CH:15]=2)[CH:10]=1 |f:3.4|. Procedure details: 2-(1-Chloro-2-methyl-2-nitropropyl)naphthalene (200 mg) obtained in Step 4 was dissolved in methanol (5 ml) and ethyl acetate (5 ml) and to the solution was added 10% palladium carbon (20 mg). A hydrogenation reaction was performed at pressure of 3 atm for 2 hr. After filtration of the reaction mixture using Celite, the title compound (139 mg) was obtained by purification using silica gel column chromatography (n-hexane:ethyl acetate=95:5).